From a dataset of the Open Reaction Database (ORD), a public repository of structured organic reaction records. describe an organic reaction: reactants, conditions, products, and yield Reactants: FC(C(F)(F)F)(C(F)(F)F)C=1C=C(C(=CC1)N)N (4-(1,2,2,2-tetrafluoro-1-trifluoromethyl-ethyl)-benzene-1,2-diamine), C(C)SC1=C(C(=O)O)C=CC=C1 (2-ethylsulfanylbenzoic acid), Cl.C(C)N=C=NCCCN(C)C (1-ethyl-3-(3-dimethylaminopropyl)carbodiimide hydrochloride), ON1N=NC2=C1C=CC=C2 (1-hydroxybenzotriazole). Run in N1=CC=CC=C1 (pyridine), O (water). Run at time 5 hour. Product: C(C)SC1=C(C=CC=C1)C1=NC2=C(N1)C=CC(=C2)C(C(F)(F)F)(C(F)(F)F)F (2-(2-ethylsulfanyl-phenyl)-5-(1,2,2,2-tetrafluoro-1-trifluoromethyl-ethyl)-1H-benzimidazole). Isolated yield 11.5%. Reaction SMILES: [F:1][C:2]([C:11]1[CH:12]=[C:13]([NH2:18])[C:14]([NH2:17])=[CH:15][CH:16]=1)([C:7]([F:10])([F:9])[F:8])[C:3]([F:6])([F:5])[F:4].[CH2:19]([S:21][C:22]1[CH:30]=[CH:29][CH:28]=[CH:27][C:23]=1[C:24](O)=O)[CH3:20].Cl.C(N=C=NCCCN(C)C)C.ON1C2C=CC=CC=2N=N1>O.N1C=CC=CC=1>[CH2:19]([S:21][C:22]1[CH:30]=[CH:29][CH:28]=[CH:27][C:23]=1[C:24]1[NH:17][C:14]2[CH:15]=[CH:16][C:11]([C:2]([F:1])([C:7]([F:8])([F:9])[F:10])[C:3]([F:6])([F:5])[F:4])=[CH:12][C:13]=2[N:18]=1)[CH3:20] |f:2.3|. Procedure: To a mixture of 4-(1,2,2,2-tetrafluoro-1-trifluoromethyl-ethyl)-benzene-1,2-diamine (552 mg), 2-ethylsulfanylbenzoic acid (401 mg), and pyridine (27 mL), 1-ethyl-3-(3-dimethylaminopropyl)carbodiimide hydrochloride (422 mg) and 1-hydroxybenzotriazole (27 mg) were added at room temperature. The reaction mixture was stirred at room temperature for 5 hours, diluted with water, and extracted with ethyl acetate. The combined organic layer was dried over sodium sulfate, and concentrated under reduced p... Reactants: FC1=C(C(=O)OC)C=CC(=C1)[N+](=O)[O-] (Methyl 2-fluoro-4-nitrobenzoate), [H][H] (hydrogen). Reagents/catalysts: [Ni] (Raney nickel). The solvent is CO (methanol), O1CCCC1 (tetrahydrofuran). Product: NC1=CC(=C(C(=O)OC)C=C1)F (methyl 4-amino-2-fluorobenzoate). Reaction SMILES: [F:1][C:2]1[CH:11]=[C:10]([N+:12]([O-])=O)[CH:9]=[CH:8][C:3]=1[C:4]([O:6][CH3:7])=[O:5].[H][H]>CO.O1CCCC1.[Ni]>[NH2:12][C:10]1[CH:9]=[CH:8][C:3]([C:4]([O:6][CH3:7])=[O:5])=[C:2]([F:1])[CH:11]=1. Procedure details: Methyl 2-fluoro-4-nitrobenzoate (141 mg) was dissolved in methanol (1000 ml) and tetrahydrofuran (400 ml), and Raney nickel (20 g) was added to it, and stirred overnight in a hydrogen atmosphere. The catalyst was removed through filtration, and the solvent was evaporated away under reduced pressure to obtain methyl 4-amino-2-fluorobenzoate.